This data is from the Open Reaction Database (ORD), a public repository of structured organic reaction records. The task is: describe an organic reaction: reactants, conditions, products, and yield Reaction SMILES: [CH:1]([N:4]([CH2:9][CH:10]([O:14][CH2:15][CH3:16])[O:11][CH2:12]C)[C:5](=[O:8])[CH2:6][Cl:7])([CH3:3])[CH3:2].[C:17]1(C)C(S(O)(=O)=O)=CC=CC=1.C(=O)([O-])[O-].[Na+].[Na+]>C(O)C>[CH:1]([N:4]([CH2:9][CH:10]1[O:14][CH:15]([CH2:16][CH3:17])[CH2:12][O:11]1)[C:5](=[O:8])[CH2:6][Cl:7])([CH3:2])[CH3:3] |f:2.3.4|. Starting materials: C(C)(C)N(C(CCl)=O)CC(OCC)OCC (N-Isopropyl-N-(2,2-diethoxyethyl)-α-chloroacetamide), C([O-])([O-])=O.[Na+].[Na+] (sodium carbonate), butandiol-1,2, C=1(C(=CC=CC1)S(=O)(=O)O)C (toluenesulfonic acid). The product is C(C)(C)N(C(CCl)=O)CC1OCC(O1)CC (N-isopropyl-N-(4-ethyl-1,3-dioxolan-2-ylmethyl)-α-chloroacetamide). Procedure: N-Isopropyl-N-(2,2-diethoxyethyl)-α-chloroacetamide (10 grams), butandiol-1,2 (3.56 ml) and trace amounts of toluenesulfonic acid were charged into a glass reaction vessel equipped with a mechanical stirrer, thermometer and reflux condenser. The reaction mixture was heated at reflux until no more ethanol was given off. After this time sodium carbonate (1 gram) was added to the mixture with stirring and the resulting mixture was distilled to yield the desired product N-isopropyl-N-(4-ethyl-1,3-di... The solvent is C(C)O (ethanol). Starting materials: C(C)(C)(C)OO (tert-butyl-hydroperoxide), [Si](C)(C)(C(C)(C)C)N1C(CC1=O)CC=CC(=O)OCC1=CC=CC=C1 (benzyl 4-[(2RS)-1-(tert-butyl-dimethylsilyl)-4-oxoazetidin-2-yl]but-2-enoate), C(C)(C)(C)OO (tert-butyl-hydroperoxide). The reagents and catalysts are [Na+].[Na+].Cl[Pd+2](Cl)(Cl)Cl (sodium tetrachloropalladate), [Na+].[Na+].Cl[Pd+2](Cl)(Cl)Cl (sodium tetrachloropalladate). Run in C(C)(=O)O (acetic acid). Run at temperature 55 celsius, time 11 hour. Yields the product O=C(CC(=O)OCC1=CC=CC=C1)CC1NC(C1)=O (benzyl 3-oxo-4-[(2RS)-4-oxoazetidin-2-yl]butanoate). Reaction SMILES: [Si]([N:8]1[C:11](=[O:12])[CH2:10][CH:9]1[CH2:13][CH:14]=[CH:15][C:16]([O:18][CH2:19][C:20]1[CH:25]=[CH:24][CH:23]=[CH:22][CH:21]=1)=[O:17])(C(C)(C)C)(C)C.C([O:30]O)(C)(C)C>C(O)(=O)C.[Na+].[Na+].Cl[Pd+2](Cl)(Cl)Cl>[O:30]=[C:14]([CH2:13][CH:9]1[CH2:10][C:11](=[O:12])[NH:8]1)[CH2:15][C:16]([O:18][CH2:19][C:20]1[CH:25]=[CH:24][CH:23]=[CH:22][CH:21]=1)=[O:17] |f:3.4.5|. Reported procedure: To a solution of benzyl 4-[(2RS)-1-(tert-butyl-dimethylsilyl)-4-oxoazetidin-2-yl]but-2-enoate (50 mg) in 60% aqueous acetic acid (1.5 ml) were added tert-butyl-hydroperoxide (40 μl) and sodium tetrachloropalladate (18 mg). The solution was heated at 55° C. for 5.5 hours. Additional tert-butyl-hydroperoxide (100 μl) and sodium tetrachloropalladate (18 mg) were added and stirring at 50° C. was continued for further 11 hours. After evaporation of the solvent in vacuo, the residue was taken up into ... Reactants: COC1=C(C=C(C(=C1)[N+](=O)[O-])OC)N1CCC(CC1)N1CCN(CC1)CCF (1-{1-[2,5-Bis(methyloxy)-4-nitrophenyl]-4-piperidinyl}-4-(2-fluoroethyl)piperazine), CCOC(=O)C (EtOAc). Reagents/catalysts: [Pt] (sulfided platinum on carbon). Run in CCO (EtOH). Reaction conditions: time 8 hour. Yields the product FCCN1CCN(CC1)C1CCN(CC1)C1=CC(=C(N)C=C1OC)OC (4-{4-[4-(2-fluoroethyl)-1-piperazinyl]-1-piperidinyl}-2,5-bis(methyloxy)aniline). RXN SMILES: [CH3:1][O:2][C:3]1[CH:8]=[C:7]([N+:9]([O-])=O)[C:6]([O:12][CH3:13])=[CH:5][C:4]=1[N:14]1[CH2:19][CH2:18][CH:17]([N:20]2[CH2:25][CH2:24][N:23]([CH2:26][CH2:27][F:28])[CH2:22][CH2:21]2)[CH2:16][CH2:15]1.CCOC(C)=O>CCO.[Pt]>[F:28][CH2:27][CH2:26][N:23]1[CH2:24][CH2:25][N:20]([CH:17]2[CH2:18][CH2:19][N:14]([C:4]3[C:3]([O:2][CH3:1])=[CH:8][C:7]([NH2:9])=[C:6]([O:12][CH3:13])[CH:5]=3)[CH2:15][CH2:16]2)[CH2:21][CH2:22]1. Reported procedure: 1-{1-[2,5-Bis(methyloxy)-4-nitrophenyl]-4-piperidinyl}-4-(2-fluoroethyl)piperazine (1.36 g, 3.43 mmol) was taken up in EtOH (50 mL) and EtOAc was added to help with solubility. The catalyst, 5% sulfided platinum on carbon (140 mg) was added. The reaction was placed on a Fischer-Porter Hydrogenator under 50 psi of H2 gas and was allowed to stir at rt overnight. The catalyst was filtered off and the filtrate was concentrated in vacuo to give the title compound of step F without further purificatio... Reactants: [BH4-], CO, CCCc1cc(C(OCOC)(C(F)(F)F)C(F)(F)F)ccc1Oc1cccc(C=O)c1, [Na+], O. Product: CCCc1cc(C(OCOC)(C(F)(F)F)C(F)(F)F)ccc1Oc1cccc(CO)c1. RXN SMILES: [BH4-:32].[CH3:35][OH:36].[F:1][C:2]([C:3]([C:4]([F:5])([F:6])[F:7])([O:8][CH2:9][O:10][CH3:11])[c:12]1[cH:13][c:14]([CH2:27][CH2:28][CH3:29])[c:15]([O:16][c:17]2[cH:18][c:19]([CH:20]=[O:21])[cH:22][cH:23][cH:24]2)[cH:25][cH:26]1)([F:30])[F:31].[Na+:33].[OH2:34]>>[F:1][C:2]([C:3]([C:4]([F:5])([F:6])[F:7])([O:8][CH2:9][O:10][CH3:11])[c:12]1[cH:13][c:14]([CH2:27][CH2:28][CH3:29])[c:15]([O:16][c:17]2[cH:18][c:19]([CH2:20][OH:21])[cH:22][cH:23][cH:24]2)[cH:25][cH:26]1)([F:30])[F:31]. The reactants are COc1cc(C(C)=O)cc(OC)c1OC, O=Cc1c[nH]c2ccc(F)cc12. Product: COc1cc(C(=O)C=Cc2c[nH]c3ccc(F)cc23)cc(OC)c1OC. Reaction SMILES: [CH3:1][O:2][c:3]1[cH:4][c:5]([C:13]([CH3:14])=[O:15])[cH:6][c:7]([O:11][CH3:12])[c:8]1[O:9][CH3:10].[F:16][c:17]1[cH:18][c:19]2[c:20]([CH:26]=[O:27])[cH:21][nH:22][c:23]2[cH:24][cH:25]1>>[CH3:1][O:2][c:3]1[cH:4][c:5]([C:13]([CH:14]=[CH:26][c:20]2[c:19]3[cH:18][c:17]([F:16])[cH:25][cH:24][c:23]3[nH:22][cH:21]2)=[O:15])[cH:6][c:7]([O:11][CH3:12])[c:8]1[O:9][CH3:10]. The reactants are BrC=1C=NC=CC1 (3-bromopyridine), C(C(C)C)N1N=CC(=C1)C1=CC=C(S1)C(=O)N[C@H]1CNCC1 ((R)-5-(1-isobutyl-1H-pyrazol-4-yl)-N-(pyrrolidin-3-yl)thiophene-2-carboxamide), N1CC(C1)C(=O)NC1=CC=C(OC2CCN(CC2)C(=O)OC(C)(C)C)C=C1 (tert-butyl 4-(4-(azetidine-3-carboxamido)phenoxy)piperidine-1-carboxylate). Reaction SMILES: Br[C:2]1[CH:3]=[N:4]C=[CH:6][CH:7]=1.[CH2:8]([N:12]1[CH:16]=[C:15]([C:17]2[S:21][C:20]([C:22]([NH:24][C@@H:25]3[CH2:29][CH2:28][NH:27][CH2:26]3)=[O:23])=[CH:19][CH:18]=2)[CH:14]=[N:13]1)[CH:9]([CH3:11])[CH3:10].[NH:30]1CC(C(NC2C=CC(OC3CCN(C(OC(C)(C)C)=O)CC3)=CC=2)=O)C1>>[CH3:10][CH:9]([CH3:11])[CH2:8][N:12]1[CH:16]=[C:15]([C:17]2[S:21][C:20]([C:22]([NH:24][C@@H:25]3[CH2:29][CH2:28][N:27]([C:7]4[CH:2]=[CH:3][N:4]=[N:30][CH:6]=4)[CH2:26]3)=[O:23])=[CH:19][CH:18]=2)[CH:14]=[N:13]1. Product: CC(CN1N=CC(=C1)C1=CC=C(S1)C(=O)N[C@H]1CN(CC1)C1=CN=NC=C1)C (5-[1-(2-methylpropyl)-1H-pyrazol-4-yl]-N-[(3R)-1-(pyridazin-4-yl)pyrrolidin-3-yl]thiophene-2-carboxamide). Procedure: The title compound was prepared as described in Example 1C, substituting 4-bromopyridazine for 3-bromopyridine and (R)-5-(1-isobutyl-1H-pyrazol-4-yl)-N-(pyrrolidin-3-yl)thiophene-2-carboxamide for tert-butyl 4-(4-(azetidine-3-carboxamido)phenoxy)piperidine-1-carboxylate. 1H NMR (300 MHz, DMSO-d6) δ ppm 0.85 (d, J=6.44 Hz, 6H) 1.90-2.39 (m, 3H) 3.38-3.75 (m, 4H) 3.92 (d, J=7.12 Hz, 2H) 4.43-4.71 (m, 1H) 6.62 (dd, J=6.44, 3.05 Hz, 1H) 7.19 (d, J=3.73 Hz, 1H) 7.71 (d, J=4.07 Hz, 1H) 7.79 (s, 1H) 8.... The reactants are FC(C(=O)O)(F)F (trifluoroacetic acid), BrC1=C(SC=2N(C(N(C(C21)=O)C)=O)CC(C)C)C(C2=C(C=CC=C2)C(F)(F)F)O (5-Bromo-6-{hydroxy[2-(trifluoromethyl)phenyl]methyl}-1-isobutyl-3-methyl-thieno[2,3-d]pyrimidine-2,4(1H,3H)-dione), C(Cl)Cl (DCM). Solvent: C(C)[SiH](CC)CC (triethyl silane). Run at time 18 hour. The product is BrC1=C(SC=2N(C(N(C(C21)=O)C)=O)CC(C)C)CC2=C(C=CC=C2)C(F)(F)F (5-Bromo-1-isobutyl-3-methyl-6-[2-(trifluoromethyl)benzyl]-thieno[2,3-d]pyrimidine-2,4(1H,3H)-dione). Isolated yield 84.3%. Reaction SMILES: [Br:1][C:2]1[C:10]2[C:9](=[O:11])[N:8]([CH3:12])[C:7](=[O:13])[N:6]([CH2:14][CH:15]([CH3:17])[CH3:16])[C:5]=2[S:4][C:3]=1[CH:18](O)[C:19]1[CH:24]=[CH:23][CH:22]=[CH:21][C:20]=1[C:25]([F:28])([F:27])[F:26].FC(F)(F)C(O)=O.C(Cl)Cl>C([SiH](CC)CC)C>[Br:1][C:2]1[C:10]2[C:9](=[O:11])[N:8]([CH3:12])[C:7](=[O:13])[N:6]([CH2:14][CH:15]([CH3:16])[CH3:17])[C:5]=2[S:4][C:3]=1[CH2:18][C:19]1[CH:24]=[CH:23][CH:22]=[CH:21][C:20]=1[C:25]([F:26])([F:27])[F:28]. Procedure details: 5-Bromo-6-{hydroxy[2-(trifluoromethyl)phenyl]methyl}-1-isobutyl-3-methyl-thieno[2,3-d]pyrimidine-2,4(1H,3H)-dione (33.47 g) was dissolved in triethyl silane (100 mls) and cooled to 0° C. before trifluoroacetic acid (100 mls) was added dropwise. After complete addition the resultant thick suspension was diluted by the addition of DCM (100 mls) and the reaction was stirred at room temperature for 18 hours. The reaction mixture was then concentrated in vacuo and partitioned between DCM and 50% aque... RXN SMILES: [C:1](=[O:2])([O-:3])[O-:4].[CH3:40][OH:41].[CH3:42][c:43]1[cH:44][cH:45][cH:46][cH:47][cH:48]1.[K+:5].[K+:6].[OH2:39].[c:7]1([S:8](=[O:9])(=[O:10])[n:16]2[cH:17][c:18](-[c:25]3[c:26]4[n:27]([n:28][c:29]3-[c:30]3[n:31][cH:32][cH:33][cH:34][cH:35]3)[CH2:36][CH2:37][CH2:38]4)[c:19]3[cH:20][cH:21][cH:22][cH:23][c:24]23)[cH:11][cH:12][cH:13][cH:14][cH:15]1>>[nH:16]1[cH:17][c:18](-[c:25]2[c:26]3[n:27]([n:28][c:29]2-[c:30]2[n:31][cH:32][cH:33][cH:34][cH:35]2)[CH2:36][CH2:37][CH2:38]3)[c:19]2[cH:20][cH:21][cH:22][cH:23][c:24]12. The reactants are O=C([O-])[O-], CO, Cc1ccccc1, [K+], [K+], O, O=S(=O)(c1ccccc1)n1cc(-c2c(-c3ccccn3)nn3c2CCC3)c2ccccc21. The product is c1ccc(-c2nn3c(c2-c2c[nH]c4ccccc24)CCC3)nc1.